From a dataset of the Open Reaction Database (ORD), a public repository of structured organic reaction records. describe an organic reaction: reactants, conditions, products, and yield Starting materials: S(=O)(Cl)Cl (thionyl chloride), N1N=NC(=C1)CCCC(=O)O (4-(1H-1,2,3-triazol-4-yl)butanoic acid), S(=O)(Cl)Cl (thionyl chloride). The solvent is C(Cl)Cl (DCM). Reaction conditions: time 2 hour. Product: N1N=NC(=C1)CCCC(=O)Cl (4-(1H-1,2,3-Triazol-4-yl)butanoyl chloride). As a reaction SMILES: [NH:1]1[CH:5]=[C:4]([CH2:6][CH2:7][CH2:8][C:9]([OH:11])=O)[N:3]=[N:2]1.S(Cl)([Cl:14])=O>C(Cl)Cl>[NH:1]1[CH:5]=[C:4]([CH2:6][CH2:7][CH2:8][C:9]([Cl:14])=[O:11])[N:3]=[N:2]1. Reported procedure: To a stirred solution/suspension of 4-(1H-1,2,3-triazol-4-yl)butanoic acid (150 mg, 0.967 mmol) in dry DCM (10 mL) was added thionyl chloride (0.847 mL, 11.60 mmol) at RT. After 30 mins some solid still remained so a further 0.4 ml thionyl chloride was added and the reaction mixture allowed to stir at RT for 2 hrs. The reaction mixture was concentrated under reduced pressure to afford the title product which was used in the next step without further purification.